Dataset: the Open Reaction Database (ORD), a public repository of structured organic reaction records. Task: describe an organic reaction: reactants, conditions, products, and yield Starting materials: CO, [O-][n+]1cccc(Cl)c1SCc1ccccc1. The product is O=S(Cc1ccccc1)c1c(Cl)ccc[n+]1[O-]. Reaction SMILES: [CH3:17][OH:18].[Cl:1][c:2]1[c:3]([S:9][CH2:10][c:11]2[cH:12][cH:13][cH:14][cH:15][cH:16]2)[n+:4]([O-:8])[cH:5][cH:6][cH:7]1>>[Cl:1][c:2]1[c:3]([S:9]([CH2:10][c:11]2[cH:12][cH:13][cH:14][cH:15][cH:16]2)=[O:18])[n+:4]([O-:8])[cH:5][cH:6][cH:7]1. Reactants: CC(=O)OC(C)=O, CCOCC, Cc1cccc(OCC2=NCCN2)c1C. Product: CC(=O)N1CCN=C1COc1cccc(C)c1C. RXN SMILES: [CH3:1][C:2](=[O:3])[O:4][C:5](=[O:6])[CH3:7].[CH3:23][CH2:24][O:25][CH2:26][CH3:27].[CH3:8][c:9]1[c:10]([O:11][CH2:12][C:13]2=[N:17][CH2:16][CH2:15][NH:14]2)[cH:18][cH:19][cH:20][c:21]1[CH3:22]>>[CH3:1][C:2](=[O:3])[N:17]1[C:13]([CH2:12][O:11][c:10]2[c:9]([CH3:8])[c:21]([CH3:22])[cH:20][cH:19][cH:18]2)=[N:14][CH2:15][CH2:16]1. Reactants: CCOC(=O)C(C)(C)Br, O=C([O-])[O-], CN(C)C=O, Cl, [K+], [K+], O, COC(=O)c1cc([N+](=O)[O-])c(S)cc1C. Reaction SMILES: [Br:22][C:23]([C:24](=[O:25])[O:26][CH2:27][CH3:28])([CH3:29])[CH3:30].[C:16](=[O:17])([O-:18])[O-:19].[CH3:32][N:33]([CH3:34])[CH:35]=[O:36].[ClH:31].[K+:20].[K+:21].[OH2:37].[SH:1][c:2]1[cH:3][c:4]([CH3:15])[c:5]([C:6](=[O:7])[O:8][CH3:9])[cH:10][c:11]1[N+:12](=[O:13])[O-:14]>>[S:1]([c:2]1[cH:3][c:4]([CH3:15])[c:5]([C:6](=[O:7])[O:8][CH3:9])[cH:10][c:11]1[N+:12](=[O:13])[O-:14])[C:23]([C:24](=[O:25])[O:26][CH2:27][CH3:28])([CH3:29])[CH3:30]. Yields the product CCOC(=O)C(C)(C)Sc1cc(C)c(C(=O)OC)cc1[N+](=O)[O-]. Reaction SMILES: [NH2:1][C:2]1[C:3]([F:27])=[CH:4][C:5]([F:26])=[C:6]([N:8]2[C:17]3[C:12](=[CH:13][C:14]([N+:19]([O-:21])=[O:20])=[C:15](F)[CH:16]=3)[C:11](=[O:22])[C:10]([C:23]([OH:25])=[O:24])=[CH:9]2)[CH:7]=1.[CH3:28][NH:29][NH2:30].N1C=CC=CC=1>O>[NH2:1][C:2]1[C:3]([F:27])=[CH:4][C:5]([F:26])=[C:6]([N:8]2[C:17]3[C:12](=[CH:13][C:14]([N+:19]([O-:21])=[O:20])=[C:15]([N:29]([CH3:28])[NH2:30])[CH:16]=3)[C:11](=[O:22])[C:10]([C:23]([OH:25])=[O:24])=[CH:9]2)[CH:7]=1. Yields the product NC=1C(=CC(=C(C1)N1C=C(C(C2=CC(=C(C=C12)N(N)C)[N+](=O)[O-])=O)C(=O)O)F)F (1-(5-Amino-2,4-difluorophenyl)-7-(1-methylhydrazino)-6-nitro-4-oxo-1,4-dihydroquinoline-3-carboxylic Acid). The reactants are NC=1C(=CC(=C(C1)N1C=C(C(C2=CC(=C(C=C12)F)[N+](=O)[O-])=O)C(=O)O)F)F (1-(5-Amino-2,4-difluorophenyl)-7-fluoro-6-nitro-4-oxo-1,4-dihydroquinoline-3-carboxylic acid), CNN (methylhydrazine), N1=CC=CC=C1 (pyridine). Isolated yield 93.6%. The solvent is O (Water). Reaction conditions: time 3 hour. Procedure: 1-(5-Amino-2,4-difluorophenyl)-7-fluoro-6-nitro-4-oxo-1,4-dihydroquinoline-3-carboxylic acid (60 mg) was added to a mixed liquid of methylhydrazine (32 mg) and pyridine (0.5 ml), and the mixture was stirred at room temperature for 3 hours. Water (5 ml) was added. At this time, the pH of the reaction mixture was about 5. Solids formed were collected by filtration and subjected to azeotropic distillation with ethanol and toluene. Hexane was added to the resultant residue to conduct filtration, the... Reactants: Cl.C(C1=CC=CC=C1)N1CC(C(CC1)C(=O)OCC)=O (ethyl 1-benzyl-3-oxopiperidine-4-carboxylate hydrochloride). The reagents and catalysts are [Pd] (Pd—C). Run in C(C)O (Ethanol). Run at temperature 50 celsius, time 4 hour. The product is Cl.O=C1CNCCC1C(=O)OCC (ethyl 3-oxopiperidine-4-carboxylate hydrochloride). Yield: 83.7%. As a reaction SMILES: [ClH:1].C([N:9]1[CH2:14][CH2:13][CH:12]([C:15]([O:17][CH2:18][CH3:19])=[O:16])[C:11](=[O:20])[CH2:10]1)C1C=CC=CC=1>C(O)C.[Pd]>[ClH:1].[O:20]=[C:11]1[CH:12]([C:15]([O:17][CH2:18][CH3:19])=[O:16])[CH2:13][CH2:14][NH:9][CH2:10]1 |f:0.1,4.5|. Procedure: To a suspension of 1.0 g of Pd—C (10 wt. %) was added ethyl 1-benzyl-3-oxopiperidine-4-carboxylate hydrochloride (10.0 g, 33.58 mmol) (Sigma-Aldrich) dissolved in Ethanol (120 mL). The reaction mixture was then heated at 50° C. under a hydrogen atmosphere (balloon) at atmospheric pressure and followed by HPLC and UPLC-MS. After 4 h at 50° C., the analyses revealed full conversion of the reaction. After cooling to room temperature, the crude mixture was filtered through celite. The celite was was... The reactants are ClC=1C=NC(=NC1)N1CCC(CC1)[C@@H]1[C@@H](C1)CCN(C(C)=O)C1=CC=C(C=C1)N1C=NN=C1 (N-(2-{(1S,2S)-2-[1-(5-chloropyrimidin-2-yl)piperidin-4-yl]cyclopropyl}ethyl)-N-[4-(4H-1,2,4-triazol-4-yl)phenyl]acetamide), [OH-].[Na+] (sodium hydroxide), O (water). The solvent is C(C)O (ethanol). Reaction conditions: temperature 80 celsius. The product is ClC=1C=NC(=NC1)N1CCC(CC1)[C@@H]1[C@@H](C1)CCNC1=CC=C(C=C1)N1C=NN=C1 (N-(2-{(1S,2S)-2-[1-(5-chloropyrimidin-2-yl)piperidin-4-yl]cyclopropyl}ethyl)-4-(4H-1,2,4-triazol-4-yl)aniline). RXN SMILES: [Cl:1][C:2]1[CH:3]=[N:4][C:5]([N:8]2[CH2:13][CH2:12][CH:11]([C@H:14]3[CH2:16][C@H:15]3[CH2:17][CH2:18][N:19]([C:23]3[CH:28]=[CH:27][C:26]([N:29]4[CH:33]=[N:32][N:31]=[CH:30]4)=[CH:25][CH:24]=3)C(=O)C)[CH2:10][CH2:9]2)=[N:6][CH:7]=1.[OH-].[Na+].O>C(O)C>[Cl:1][C:2]1[CH:3]=[N:4][C:5]([N:8]2[CH2:9][CH2:10][CH:11]([C@H:14]3[CH2:16][C@H:15]3[CH2:17][CH2:18][NH:19][C:23]3[CH:24]=[CH:25][C:26]([N:29]4[CH:30]=[N:31][N:32]=[CH:33]4)=[CH:27][CH:28]=3)[CH2:12][CH2:13]2)=[N:6][CH:7]=1 |f:1.2|. Reported procedure: N-(2-{(1S,2S)-2-[1-(5-chloropyrimidin-2-yl)piperidin-4-yl]cyclopropyl}ethyl)-N-[4-(4H-1,2,4-triazol-4-yl)phenyl]acetamide from step 1 of this example was dissolved in ethanol (0.5 mL), added sodium hydroxide (60% w/w, 0.3 mL) and heated to 80° C. for 5.5 hours. The reaction was cooled to room temperature, water (10 mL) was added and extracted with ethyl acetate (20 mL). The organic phase was dried by magnesium sulfate, filtered, concentrated and purified by column chromatography through a 25 gra... Starting materials: E2, ClC1=NC(N2C(N(CCC2)C2CC2)=C1)=O (8-chloro-1-cyclopropyl-3,4-dihydro-1H-pyrimido[1,6-a]pyrimidin-6(2H)-one), FC=1C=C(C=CC1OC1=CC(=CC=C1)C(F)(F)F)CO ((3-fluoro-4-(3-(trifluoromethyl)phenoxy)phenyl) methanol). Yields the product C1(CC1)N1C=2N(CCC1)C(N=C(C2)OCC2=CC(=C(C=C2)OC2=CC(=CC=C2)C(F)(F)F)F)=O (1-cyclopropyl-8-((3-fluoro-4-(3-(trifluoromethyl)phenoxy)benzyl)oxy)-3,4-dihydro-1H-pyrimido[1,6-a]pyrimidin-6(2H)-one). RXN SMILES: Cl[C:2]1[CH:14]=[C:6]2[N:7]([CH:11]3[CH2:13][CH2:12]3)[CH2:8][CH2:9][CH2:10][N:5]2[C:4](=[O:15])[N:3]=1.[F:16][C:17]1[CH:18]=[C:19]([CH2:34][OH:35])[CH:20]=[CH:21][C:22]=1[O:23][C:24]1[CH:29]=[CH:28][CH:27]=[C:26]([C:30]([F:33])([F:32])[F:31])[CH:25]=1>>[CH:11]1([N:7]2[CH2:8][CH2:9][CH2:10][N:5]3[C:4](=[O:15])[N:3]=[C:2]([O:35][CH2:34][C:19]4[CH:20]=[CH:21][C:22]([O:23][C:24]5[CH:29]=[CH:28][CH:27]=[C:26]([C:30]([F:31])([F:32])[F:33])[CH:25]=5)=[C:17]([F:16])[CH:18]=4)[CH:14]=[C:6]23)[CH2:13][CH2:12]1. Procedure: The title compound was prepared by a procedure similar to that described for E2 starting from 8-chloro-1-cyclopropyl-3,4-dihydro-1H-pyrimido[1,6-a]pyrimidin-6(2H)-one and (3-fluoro-4-(3-(trifluoromethyl)phenoxy)phenyl) methanol.